Dataset: the Open Reaction Database (ORD), a public repository of structured organic reaction records. Task: describe an organic reaction: reactants, conditions, products, and yield Reactants: FC1=C(C=CC(=C1)[N+](=O)[O-])N1CCN(CC1)C(=O)OC(C)(C)C (tert-butyl 4-(2-fluoro-4-nitrophenyl)piperazine-1-carboxylate). The reagents and catalysts are [Pd] (Pd/C). Solvent: CO (MeOH). Run at temperature 20 celsius, time 18 hour. Yields the product NC1=CC(=C(C=C1)N1CCN(CC1)C(=O)OC(C)(C)C)F (tert-butyl 4-(4-amino-2-fluorophenyl)piperazine-1-carboxylate). As a reaction SMILES: [F:1][C:2]1[CH:7]=[C:6]([N+:8]([O-])=O)[CH:5]=[CH:4][C:3]=1[N:11]1[CH2:16][CH2:15][N:14]([C:17]([O:19][C:20]([CH3:23])([CH3:22])[CH3:21])=[O:18])[CH2:13][CH2:12]1>CO.[Pd]>[NH2:8][C:6]1[CH:5]=[CH:4][C:3]([N:11]2[CH2:16][CH2:15][N:14]([C:17]([O:19][C:20]([CH3:22])([CH3:21])[CH3:23])=[O:18])[CH2:13][CH2:12]2)=[C:2]([F:1])[CH:7]=1. Procedure details: To a solution of tert-butyl 4-(2-fluoro-4-nitrophenyl)piperazine-1-carboxylate (5 mmol) in MeOH (30 mL) was added Pd/C (1 g), then the mixture was stirred for 18 hours at 20° C. under 1 atm. H2. The reaction was filtered and concentrated to give gray yellow oil. MS (m/z): 296 (M+H)+ Starting materials: NNC(=O)c1cccc(NC(=O)c2cccc(Cl)c2)c1, S=C=Nc1ccccc1Cl, C1CCOC1. Product: O=C(NNC(=S)Nc1ccccc1Cl)c1cccc(NC(=O)c2cccc(Cl)c2)c1. Reaction SMILES: [Cl:1][c:2]1[cH:3][c:4]([C:5](=[O:6])[NH:7][c:8]2[cH:9][c:10]([C:11](=[O:12])[NH:13][NH2:14])[cH:15][cH:16][cH:17]2)[cH:18][cH:19][cH:20]1.[Cl:21][c:22]1[c:23]([N:28]=[C:29]=[S:30])[cH:24][cH:25][cH:26][cH:27]1.[O:31]1[CH2:32][CH2:33][CH2:34][CH2:35]1>>[Cl:1][c:2]1[cH:3][c:4]([C:5](=[O:6])[NH:7][c:8]2[cH:9][c:10]([C:11](=[O:12])[NH:13][NH:14][C:29]([NH:28][c:23]3[c:22]([Cl:21])[cH:27][cH:26][cH:25][cH:24]3)=[S:30])[cH:15][cH:16][cH:17]2)[cH:18][cH:19][cH:20]1. The reactants are COC1=CC=C(CN2C=CC=3C(=C(C=NC3C2=O)C)C=2C=C3C=NC(=NC3=CC2)NC)C=C1 (7-(4-Methoxybenzyl)-3-methyl-4-(2-(methylamino)quinazolin-6-yl)-1,7-naphthyridin-8(7H)-one), C(=O)(C(F)(F)F)O (TFA), Cl (HCl). Conditions: temperature 175 celsius. Yields the product CC=1C=NC=2C(NC=CC2C1C=1C=C2C=NC(=NC2=CC1)NC)=O (3-methyl-4-(2-(methylamino)quinazolin-6-yl)-1,7-naphthyridin-8(7H)-one). As a reaction SMILES: COC1C=CC(C[N:8]2[C:17](=[O:18])[C:16]3[N:15]=[CH:14][C:13]([CH3:19])=[C:12]([C:20]4[CH:21]=[C:22]5[C:27](=[CH:28][CH:29]=4)[N:26]=[C:25]([NH:30][CH3:31])[N:24]=[CH:23]5)[C:11]=3[CH:10]=[CH:9]2)=CC=1.C(O)(C(F)(F)F)=O.Cl>>[CH3:19][C:13]1[CH:14]=[N:15][C:16]2[C:17](=[O:18])[NH:8][CH:9]=[CH:10][C:11]=2[C:12]=1[C:20]1[CH:21]=[C:22]2[C:27](=[CH:28][CH:29]=1)[N:26]=[C:25]([NH:30][CH3:31])[N:24]=[CH:23]2. Reported procedure: 7-(4-Methoxybenzyl)-3-methyl-4-(2-(methylamino)quinazolin-6-yl)-1,7-naphthyridin-8(7H)-one (0.900 g, 2.06 mmol) was taken in a clear microwave vial and treated with 14 ml of TFA and 1 ml of conc HCl. The vial was capped and heated in a Personal Chemistry SmithSynthesizer to 175° C. for 45 minutes. The volatiles were evaporated under reduced pressure and residual TFA/water was azeotroped with toluene. The residue was taken up in DCM/2M MeOH and loaded unto silica. The residue was purified by colu...